This data is from the Open Reaction Database (ORD), a public repository of structured organic reaction records. The task is: describe an organic reaction: reactants, conditions, products, and yield The reactants are O.O.[Cl-].[Ca+2].[Cl-] (calcium chloride dihydrate), O (water), ice, C(C)C1(NC(CC(=N1)CC)(C)CC)C (2,4,6-triethyl-2,6-dimethyl-1,2,5,6-tetrahydropyrimidine), [OH-].[Na+] (sodium hydroxide). The solvent is C(C)C(=O)C (methyl ethyl ketone). Reaction conditions: temperature 60 celsius, time 15 hour. Yields the product C(C)C1(NC(CC(C1C)=O)(C)CC)C (2,6-diethyl-2,3,6-trimethyl-4-piperidone). Isolated yield 164.2%. As a reaction SMILES: [OH2:1].O.[Cl-].[Ca+2].[Cl-].O.[CH2:7]([C:9]1([CH3:20])N=[C:13]([CH2:15][CH3:16])[CH2:12][C:11]([CH2:18][CH3:19])([CH3:17])[NH:10]1)[CH3:8].[OH-].[Na+]>C(C(C)=O)C>[CH2:7]([C:9]1([CH3:20])[CH:15]([CH3:16])[C:13](=[O:1])[CH2:12][C:11]([CH2:18][CH3:19])([CH3:17])[NH:10]1)[CH3:8] |f:0.1.2.3.4,7.8|. Procedure: First 14.7 g of powdered calcium chloride dihydrate and then 3 ml of water were added to an ice-cooled mixture of 39.2 g of 2,4,6-triethyl-2,6-dimethyl-1,2,5,6-tetrahydropyrimidine and 18.0g of methyl ethyl ketone. The resulting mixture was heated at 60° C with stirring for 15 hours made alkaline with 35% aqueous sodium hydroxide solution, and extracted with diethyl ether. The extract was dried over potassium carbonate and the ether was evaporated off. The residue was distilled under reduced pre... Reactants: O (water), BrC=1C=C2C[C@H](NC(C2=CC1)=O)C ((R)-6-bromo-3-methyl-3,4-dihydro-2H-isoquinolin-1-one), CI (methyl iodide), [H-].[Na+] (sodium hydride). Run in CN(C)C=O (DMF). Reaction conditions: time 16 hour. The product is BrC=1C=C2C[C@H](N(C(C2=CC1)=O)C)C ((R)-6-Bromo-2,3-dimethyl-3,4-dihydro-2H-isoquinolin-1-one). RXN SMILES: [Br:1][C:2]1[CH:3]=[C:4]2[C:9](=[CH:10][CH:11]=1)[C:8](=[O:12])[NH:7][C@H:6]([CH3:13])[CH2:5]2.[H-].[Na+].[CH3:16]I.O>CN(C=O)C>[Br:1][C:2]1[CH:3]=[C:4]2[C:9](=[CH:10][CH:11]=1)[C:8](=[O:12])[N:7]([CH3:16])[C@H:6]([CH3:13])[CH2:5]2 |f:1.2|. Procedure details: 426 mg (1.7 mmol) (R)-6-bromo-3-methyl-3,4-dihydro-2H-isoquinolin-1-one are dissolved in 3 ml DMF and at 0° C. combined with 80 mg (2 mmol) sodium hydride (60% in mineral oildispersion). After 10 minutes 122 μl (1.9 mmol) methyl iodide are added dropwise, and the mixture is stirred for 16 hours at RT. Then the reaction mixture is mixed with water and extracted three times with ethyl acetate. The combined organic phases are dried on sodium sulphate, filtered and evaporated down i. vac. The residu... Reagents/catalysts: [Pd] (palladium on charcoal). Run in CO (MeOH). Procedure details: Compound 302 (0.025 g, 0.055 mmol) was dissolved in MeOH (2 mL). A catalytic amount of palladium on charcoal was added and the mixture was stirred under a hydrogen atmosphere for 1 h. The suspension was filtered and the filtrate was concentrated in vacuo. The crude product was purified by preparative HPLC. This afforded the title compound. 1H NMR (CDCl3) δ 7.19 (dd, 1H), 7.13 (d, 1H), 7.05-6.82 (m, 4H), 6.76 (d, 1H), 6.46 (bs, 2H), 5.89 (dd, 1H), 5.75 (d, 1H), 5.56 (bs, 1H), 4.15-3.93 (m, 3H), 3... The product is NC1=C(C=CC(=C1)NC1=C(C=C(C=C1)F)C)C(=O)C1=C(C=CC(=C1)OCC(CO)O)C ([2-Amino-4-(4-fluoro-2-methyl-phenylamino)-phenyl]-[5-(2,3-dihydroxy-propoxy)-2-methyl-phenyl]-methanone). Reactants: OC(COC=1C=CC(=C(C1)C(=O)C1=C(C=C(C=C1)NC1=C(C=C(C=C1)F)C)[N+](=O)[O-])C)CO ([5-(2,3-Dihydroxy-propoxy)-2-methyl-phenyl]-[4-(4-fluoro-2-methyl-phenylamino)-2-nitro-phenyl]-methanone). Reaction conditions: time 1 hour. RXN SMILES: [OH:1][CH:2]([CH2:32][OH:33])[CH2:3][O:4][C:5]1[CH:6]=[CH:7][C:8]([CH3:31])=[C:9]([C:11]([C:13]2[CH:18]=[CH:17][C:16]([NH:19][C:20]3[CH:25]=[CH:24][C:23]([F:26])=[CH:22][C:21]=3[CH3:27])=[CH:15][C:14]=2[N+:28]([O-])=O)=[O:12])[CH:10]=1>CO.[Pd]>[NH2:28][C:14]1[CH:15]=[C:16]([NH:19][C:20]2[CH:25]=[CH:24][C:23]([F:26])=[CH:22][C:21]=2[CH3:27])[CH:17]=[CH:18][C:13]=1[C:11]([C:9]1[CH:10]=[C:5]([O:4][CH2:3][CH:2]([OH:1])[CH2:32][OH:33])[CH:6]=[CH:7][C:8]=1[CH3:31])=[O:12]. The reactants are O=C(n1ccnc1)n1ccnc1, COCCOC, CONC(Cc1ccccc1N)c1ccccc1. Product: CON1C(=O)Nc2ccccc2CC1c1ccccc1. As a reaction SMILES: [C:19](=[O:20])([n:21]1[cH:22][cH:23][n:24][cH:25]1)[n:26]1[cH:27][cH:28][n:29][cH:30]1.[CH3:31][O:32][CH2:33][CH2:34][O:35][CH3:36].[NH2:1][c:2]1[c:3]([CH2:8][CH:9]([NH:10][O:11][CH3:12])[c:13]2[cH:14][cH:15][cH:16][cH:17][cH:18]2)[cH:4][cH:5][cH:6][cH:7]1>>[NH:1]1[c:2]2[c:3]([cH:4][cH:5][cH:6][cH:7]2)[CH2:8][CH:9]([c:13]2[cH:14][cH:15][cH:16][cH:17][cH:18]2)[N:10]([O:11][CH3:12])[C:19]1=[O:20]. Starting materials: ClC1=NC=C(C=N1)Cl (2,5-dichloropyrimidine), NC[C@@H]1N(CCC[C@@H]1OC)C(=O)C=1N=C(SC1C1=CC=C(C=C1)F)C (rac-cis-(2-(aminomethyl)-3-methoxypiperidin-1-yl)(5-(4-fluorophenyl)-2-methylthiazol-4-yl)methanone). Product: ClC=1C=NC(=NC1)NC[C@@H]1N(CCC[C@@H]1OC)C(=O)C=1N=C(SC1C1=CC=C(C=C1)F)C (rac-cis-(2-(((5-Chloropyrimidin-2-yl)amino)methyl)-3-methoxypiperidin-1-yl)(5-(4-fluorophenyl)-2-methylthiazol-4-yl)methanone). Reaction SMILES: Cl[C:2]1[N:7]=[CH:6][C:5]([Cl:8])=[CH:4][N:3]=1.[NH2:9][CH2:10][C@H:11]1[C@@H:16]([O:17][CH3:18])[CH2:15][CH2:14][CH2:13][N:12]1[C:19]([C:21]1[N:22]=[C:23]([CH3:33])[S:24][C:25]=1[C:26]1[CH:31]=[CH:30][C:29]([F:32])=[CH:28][CH:27]=1)=[O:20]>>[Cl:8][C:5]1[CH:4]=[N:3][C:2]([NH:9][CH2:10][C@H:11]2[C@@H:16]([O:17][CH3:18])[CH2:15][CH2:14][CH2:13][N:12]2[C:19]([C:21]2[N:22]=[C:23]([CH3:33])[S:24][C:25]=2[C:26]2[CH:27]=[CH:28][C:29]([F:32])=[CH:30][CH:31]=2)=[O:20])=[N:7][CH:6]=1. Procedure: The title compound was prepared following the same general protocol as described for Example 16 using 2,5-dichloropyrimidine and rac-cis-(2-(aminomethyl)-3-methoxypiperidin-1-yl)(5-(4-fluorophenyl)-2-methylthiazol-4-yl)methanone. MS (ESI) 476.0 (M+H). The reactants are C(C)(=O)OCC (Ethyl acetate), C([O-])([O-])=O.[K+].[K+] (Potassium carbonate), OC=1C=C(C=O)C=CC1 (3-hydroxybenzaldehyde), FC(S(=O)(=O)O[C@H](C(=O)OCCCC)CC)(F)F (n-butyl (S)-2-trifluoromethanesulfonyloxybutyrate). Solvent: C(C)#N (acetonitrile). Conditions: time 12 hour. The product is C(=O)C=1C=C(O[C@@H](C(=O)OCCCC)CC)C=CC1 (n-butyl (R)-2-(3-formylphenoxy)butyrate). As a reaction SMILES: C(=O)([O-])[O-].[K+].[K+].[OH:7][C:8]1[CH:9]=[C:10]([CH:13]=[CH:14][CH:15]=1)[CH:11]=[O:12].FC(F)(F)S(O[C@@H:22]([CH2:30][CH3:31])[C:23]([O:25][CH2:26][CH2:27][CH2:28][CH3:29])=[O:24])(=O)=O.C(OCC)(=O)C>C(#N)C>[CH:11]([C:10]1[CH:9]=[C:8]([CH:15]=[CH:14][CH:13]=1)[O:7][C@H:22]([CH2:30][CH3:31])[C:23]([O:25][CH2:26][CH2:27][CH2:28][CH3:29])=[O:24])=[O:12] |f:0.1.2|. Reported procedure: Potassium carbonate (473 mg) was added to a solution of 3-hydroxybenzaldehyde (418 mg) in acetonitrile (10 mL). Subsequently, n-butyl (S)-2-trifluoromethanesulfonyloxybutyrate (1.0 g) was added to the mixture, followed by stirring at room temperature for 12 hours. Ethyl acetate was added to the reaction mixture, and the resultant mixture was washed sequentially with water and saturated brine, followed by drying over sodium sulfate anhydrate. The reaction mixture was filtered, and the filtrate wa... Starting materials: NC1=NC=C(C=N1)C1=CC2=C(N(C(=N2)C=2C=C(C#N)C=CC2F)C(C)(C)C)C=C1 (3-[5-(2-amino-pyrimidin-5-yl)-1-tert-butyl-1H-benzimidazol-2-yl]-4-fluoro-benzonitrile), CN1NC=NC1 (2-methyl-1H-1,2,4-triazole), C(=O)([O-])[O-].[K+].[K+] (K2CO3). Run in CS(=O)C (DMSO). Reaction conditions: temperature 100 celsius. Yields the product NC1=NC=C(C=N1)C1=CC2=C(N(C(=N2)C=2C=C(C#N)C=CC2N2N=C(N=C2)C)C(C)(C)C)C=C1 (3-[5-(2-Amino-pyrimidin-5-yl)-1-tert-butyl-1H-benzimidazol-2-yl]-4-(3-methyl-1,2,4-triazol-1-yl)-benzonitrile). Isolated yield 55.6%. As a reaction SMILES: [NH2:1][C:2]1[N:7]=[CH:6][C:5]([C:8]2[CH:29]=[CH:28][C:11]3[N:12]([C:24]([CH3:27])([CH3:26])[CH3:25])[C:13]([C:15]4[CH:16]=[C:17]([CH:20]=[CH:21][C:22]=4F)[C:18]#[N:19])=[N:14][C:10]=3[CH:9]=2)=[CH:4][N:3]=1.C[N:31]1[CH2:35][N:34]=[CH:33][NH:32]1.[C:36]([O-])([O-])=O.[K+].[K+]>CS(C)=O>[NH2:1][C:2]1[N:7]=[CH:6][C:5]([C:8]2[CH:29]=[CH:28][C:11]3[N:12]([C:24]([CH3:27])([CH3:26])[CH3:25])[C:13]([C:15]4[CH:16]=[C:17]([CH:20]=[CH:21][C:22]=4[N:31]4[CH:35]=[N:34][C:33]([CH3:36])=[N:32]4)[C:18]#[N:19])=[N:14][C:10]=3[CH:9]=2)=[CH:4][N:3]=1 |f:2.3.4|. Procedure details: To a solution of 3-[5-(2-amino-pyrimidin-5-yl)-1-tert-butyl-1H-benzimidazol-2-yl]-4-fluoro-benzonitrile (200 mg, 0.52 mmol) in DMSO (6 mL) are added 2-methyl-1H-1,2,4-triazole (65 mg, 0.78 mmol) and K2CO3 (143 mg, 1.04 mmol) at room temperature. The solution is heated at 100° C. for 12 hours. The solution is cooled down and extracted with EtOAc (2×15 mL) and H2O (20 mL). The combined organic layer is dried with MgSO4 (500 mg) and filtered. The filtrate is concentrated and the residue is purified... Starting materials: CCO, [H][H], Cc1ccc(S(=O)(=O)Nc2ccc(S(=O)(=O)O)c3cc(S(=O)(=O)O)cc(S(=O)(=O)O)c23)c([N+](=O)[O-])c1, [Na], [Na], [Na], O. The product is Cc1ccc(S(=O)(=O)Nc2ccc(S(=O)(=O)O)c3cc(S(=O)(=O)O)cc(S(=O)(=O)O)c23)c(N)c1. As a reaction SMILES: [CH3:42][CH2:43][OH:44].[H:40][H:41].[N+:4]([O-:5])(=[O:6])[c:7]1[cH:8][c:9]([CH3:39])[cH:10][cH:11][c:12]1[S:13](=[O:14])(=[O:15])[NH:16][c:17]1[cH:18][cH:19][c:20]([S:35](=[O:36])(=[O:37])[OH:38])[c:21]2[cH:22][c:23]([S:31](=[O:32])(=[O:33])[OH:34])[cH:24][c:25]([S:27](=[O:28])(=[O:29])[OH:30])[c:26]12.[Na:1].[Na:2].[Na:3].[OH2:45]>>[NH2:4][c:7]1[cH:8][c:9]([CH3:39])[cH:10][cH:11][c:12]1[S:13](=[O:14])(=[O:15])[NH:16][c:17]1[cH:18][cH:19][c:20]([S:35](=[O:36])(=[O:37])[OH:38])[c:21]2[cH:22][c:23]([S:31](=[O:32])(=[O:33])[OH:34])[cH:24][c:25]([S:27](=[O:28])(=[O:29])[OH:30])[c:26]12. Starting materials: NC1=C(C=CC=C1)N (1,2-diaminobenzene), C(C1=CC=CC=C1)(=O)O (benzoic acid), polyphosphoric acid. Yields the product N1=CNC2=C1C=CC=C2 (benzimidazole). Reaction SMILES: [NH2:1][C:2]1[CH:7]=[CH:6][CH:5]=[CH:4][C:3]=1[NH2:8].[C:9](O)(=O)C1C=CC=CC=1>>[N:1]1[C:2]2[CH:7]=[CH:6][CH:5]=[CH:4][C:3]=2[NH:8][CH:9]=1. Procedure details: A known method consists in condensing 1,2-diaminobenzene with benzoic acid in the presence of polyphosphoric acid to give benzimidazole, and sulphonating this with, for example, chlorosulphonic acid (Am. Chem. Soc. 79, 427 (1957)). Starting materials: OC(CNC(C1=CC=C(C=C1)N(CC#C)CC=1C=C2C(NC(=NC2=CC1)C)=O)=O)C1=CC=C(C=C1)[N+](=O)[O-] (N-[2-hydroxy-2-(4-nitrophenyl)ethyl]-p-[N-(2-methyl-4-oxo-3,4-dihydroquinazolin-6-ylmethyl)-N-(prop-2-ynyl)amino]benzamide), C(C)(=O)OC(C)=O (acetic anhydride). Product: C(C)(=O)OC(CNC(C1=CC=C(C=C1)N(CC#C)CC=1C=C2C(NC(=NC2=CC1)C)=O)=O)C1=CC=C(C=C1)[N+](=O)[O-] (N-[2-acetoxy-2-(4-nitrophenyl)ethyl]-p-[N-(2-methyl-4-oxo-3,4-dihydroquinazolin-6-ylmethyl)-N-(prop-2-ynyl)amino]benzamide). Yield: 88.0%. Reaction SMILES: [OH:1][CH:2]([C:30]1[CH:35]=[CH:34][C:33]([N+:36]([O-:38])=[O:37])=[CH:32][CH:31]=1)[CH2:3][NH:4][C:5](=[O:29])[C:6]1[CH:11]=[CH:10][C:9]([N:12]([CH2:16][C:17]2[CH:18]=[C:19]3[C:24](=[CH:25][CH:26]=2)[N:23]=[C:22]([CH3:27])[NH:21][C:20]3=[O:28])[CH2:13][C:14]#[CH:15])=[CH:8][CH:7]=1.[C:39](OC(=O)C)(=[O:41])[CH3:40]>>[C:39]([O:1][CH:2]([C:30]1[CH:31]=[CH:32][C:33]([N+:36]([O-:38])=[O:37])=[CH:34][CH:35]=1)[CH2:3][NH:4][C:5](=[O:29])[C:6]1[CH:11]=[CH:10][C:9]([N:12]([CH2:16][C:17]2[CH:18]=[C:19]3[C:24](=[CH:25][CH:26]=2)[N:23]=[C:22]([CH3:27])[NH:21][C:20]3=[O:28])[CH2:13][C:14]#[CH:15])=[CH:8][CH:7]=1)(=[O:41])[CH3:40]. Procedure: Using an analogous procedure to that described in Example 4, N-[2-hydroxy-2-(4-nitrophenyl)ethyl]-p-[N-(2-methyl-4-oxo-3,4-dihydroquinazolin-6-ylmethyl)-N-(prop-2-ynyl)amino]benzamide was reacted with acetic anhydride to give N-[2-acetoxy-2-(4-nitrophenyl)ethyl]-p-[N-(2-methyl-4-oxo-3,4-dihydroquinazolin-6-ylmethyl)-N-(prop-2-ynyl)amino]benzamide (containing 2.3 equivalents of water) in 88% yield, m.p. 198°-203° C.